Dataset: the Open Reaction Database (ORD), a public repository of structured organic reaction records. Task: describe an organic reaction: reactants, conditions, products, and yield Reactants: Cl, Nc1cccc(C(F)(F)F)c1CO. Product: Nc1cccc(C(F)(F)F)c1CCl. As a reaction SMILES: [ClH:14].[NH2:1][c:2]1[c:3]([CH2:4][OH:5])[c:6]([C:10]([F:11])([F:12])[F:13])[cH:7][cH:8][cH:9]1>>[NH2:1][c:2]1[c:3]([CH2:4][Cl:14])[c:6]([C:10]([F:11])([F:12])[F:13])[cH:7][cH:8][cH:9]1. Reactants: C(C1=CC=CC=C1)O (benzyl alcohol), [H-].[Na+] (sodium hydride), CN(C=O)C (dimethylformamide), COC1=NC=CC(=N1)N1C(NC=CC1=O)=S (2-methoxypyrimidyl thiouracil), CN(C=O)C (dimethylformamide). Run at temperature 80 celsius. Product: C(C1=CC=CC=C1)OC1=NC=C(C=N1)CC=1C(NC(NC1)=S)=O (5-(2-Benzyloxypyrimid-5-ylmethyl)-2-thiouracil). RXN SMILES: [CH2:1]([OH:8])[C:2]1[CH:7]=[CH:6][CH:5]=[CH:4][CH:3]=1.[H-].[Na+].COC1N=C([N:19]2[C:24](=[O:25])[CH:23]=[CH:22][NH:21][C:20]2=[S:26])C=CN=1.C[N:28]([CH3:31])[CH:29]=O>>[CH2:1]([O:8][C:29]1[N:19]=[CH:24][C:23]([CH2:22][C:23]2[C:24](=[O:25])[NH:19][C:20](=[S:26])[NH:21][CH:22]=2)=[CH:31][N:28]=1)[C:2]1[CH:7]=[CH:6][CH:5]=[CH:4][CH:3]=1 |f:1.2|. Procedure: To a solution of benzyl alcohol (20 ml) in dry dimethylformamide (20 ml) was added sodium hydride ((60% in oil) 2.3 g) over 0.5 h under argon. A slurry of 2-methoxypyrimidyl thiouracil (3.6 g) in dry dimethylformamide (10 ml) was added in one portion and the solution heated to 80° C. for 2.5 h. After cooling, the solvent was removed under reduced pressure and the residue partitioned between diethyl ether and water. The aqueous layer was washed with further diethyl ether and then acidified to pH4...